This data is from the Open Reaction Database (ORD), a public repository of structured organic reaction records. The task is: describe an organic reaction: reactants, conditions, products, and yield Starting materials: [Na] (sodium), C(C)(C12C3CCC(C(CCC1)C2)C3)=NO (1-acetyltricyclo[4,3,1,12,5 ]undecane oxime), Cl (hydrochloric acid). Run in O (water), C(C)O (ethanol). Run at time 15 minute. Product: NC(C)C12C3CCC(C(CCC1)C2)C3 (1-(1-aminoethyl)-tricyclo[4,3,1,12,5 ]undecane). Yield: 62.1%. As a reaction SMILES: [Na].[C:2](=[N:15]O)([C:4]12[CH2:13][CH:9]([CH2:10][CH2:11][CH2:12]1)[CH:8]1[CH2:14][CH:5]2[CH2:6][CH2:7]1)[CH3:3].Cl>C(O)C.O>[NH2:15][CH:2]([C:4]12[CH2:13][CH:9]([CH2:10][CH2:11][CH2:12]1)[CH:8]1[CH2:14][CH:5]2[CH2:6][CH2:7]1)[CH3:3] |^1:0|. Procedure: 1.93 g (83.9 mmoles) of metallic sodium powder were added in small portions into a solution of 1.00 g (4.83 mmoles) of 1-acetyltricyclo[4,3,1,12,5 ]undecane oxime in anhydrous ethanol (16 ml) kept under reflux with stirring over a period of 15 minutes. Then, the reaction mixture was heated under reflux for an additional 15 minutes and the mixture was allowed to cool. The reaction mixture was diluted with water (5 ml), then neutralized with 5% hydrochloric acid and then concentrated. The residue ... The reactants are CO, Clc1cc(COc2ccccc2)ccn1, Cl, [Na+], [OH-]. The product is O=c1cc(COc2ccccc2)cc[nH]1. Reaction SMILES: [CH3:19][OH:20].[Cl:1][c:2]1[n:3][cH:4][cH:5][c:6]([CH2:8][O:9][c:10]2[cH:11][cH:12][cH:13][cH:14][cH:15]2)[cH:7]1.[ClH:18].[Na+:17].[OH-:16]>>[c:2]1(=[O:16])[nH:3][cH:4][cH:5][c:6]([CH2:8][O:9][c:10]2[cH:11][cH:12][cH:13][cH:14][cH:15]2)[cH:7]1. The reactants are N1=C(C=CC=C1)C=1C(NC=CC1)=O (3-(2-pyridinyl)-2(1H)-pyridinone), P(=O)(Cl)(Cl)Cl (phosphorus oxychloride). Yields the product ClC1=NC=CC=C1C1=NC=CC=C1 (2'-chloro-2,3'-bipyridine). Reaction SMILES: [N:1]1[CH:6]=[CH:5][CH:4]=[CH:3][C:2]=1[C:7]1[C:8](=O)[NH:9][CH:10]=[CH:11][CH:12]=1.P(Cl)(Cl)([Cl:16])=O>>[Cl:16][C:8]1[C:7]([C:2]2[CH:3]=[CH:4][CH:5]=[CH:6][N:1]=2)=[CH:12][CH:11]=[CH:10][N:9]=1. Procedure: A 5.9 g portion of 3-(2-pyridinyl)-2(1H)-pyridinone in 100 ml of phosphorus oxychloride was heated on a steam bath for 18 hours, then concentrated under vacuum. The residue was stirred with crushed ice and chloroform and adjusted to pH 7 with 10N sodium hydroxide. The organic layer was separated, dried, filtered through a short pad of hydrous magnesium silicate and the filtrate concentrated under vacuum to an oil. This oil was heated with hexane, filtered while hot and the filtrate cooled to roo... Reactants: Ferric Chloride Hexahydrate, suspension, OP(=O)(O)O (H3PO4), O=C[C@H](O)[C@@H](O)[C@H](O)[C@H](O)CO (Glucose), S(O)(O)(=O)=O (sulfuric acid), [OH-].[Na+] (NaOH), C(CC(O)(C(=O)[O-])CC(=O)[O-])(=O)[O-].[Na+].[Na+].[Na+] (Sodium Citrate), C[C@]1(C=2C=CC=C(C2C(=O)C3=C([C@]4([C@@H](C[C@@H]31)[C@@H](C(=C(C4=O)C(=O)N)O)N(C)C)O)O)O)O (tetracycline), P(=O)([O-])([O-])[O-].[K+].[K+].[K+] (Potassium Phosphate), Magnesium Sulfate-7 H2O. The reagents and catalysts are C(CC(O)(C(=O)[O-])CC(=O)[O-])(=O)[O-].[Fe+3] (Iron Citrate). Conditions: temperature 30 celsius. The product is O=C[C@@H](O)[C@H](O)[C@@H](O)[C@@H](O)CO ((1) glucose), ( 2 ), O=O (O2). As a reaction SMILES: P([O-])([O-])([O-])=[O:2].[K+].[K+].[K+].[O:9]=[CH:10][C@@H:11]([C@H:13]([C@@H:15]([C@@H:17]([CH2:19][OH:20])[OH:18])[OH:16])[OH:14])[OH:12].C[C@]1(O)[C@@H]2C(=C(O)[C@]3(O)C(=O)C(C(N)=O)=C(O)[C@@H](N(C)C)[C@@H]3C2)C(=O)C2C(O)=CC=CC1=2.S(=O)(=O)(O)O.C([O-])(=O)CC(CC([O-])=O)(C([O-])=O)O.[Na+].[Na+].[Na+].[OH-:74].[Na+].OP(O)(O)=O>C([O-])(=O)CC(CC([O-])=O)(C([O-])=O)O.[Fe+3]>[O:9]=[CH:10][C@H:11]([C@@H:13]([C@H:15]([C@H:17]([CH2:19][OH:20])[OH:18])[OH:16])[OH:14])[OH:12].[O:74]=[O:2] |f:0.1.2.3,7.8.9.10,11.12,14.15|. Procedure: A 1.5 ml frozen vial of rhuIL-10 is thawed at room temperature. Approximately 0.5 ml is transferred into a 2000 ml flask containing 500 ml of a culture medium comprising 30 g/L casamino acids, 20 g/L yeast extract, 5 g/L KPO4, 20 g/L glycerol, 1 g/L MgSO4 and 10 mg/L tetracycline, pH 7. The flask 5 is placed on a rotary shaker and shook at 300 RPM at 30° C. After 6.5-7 hrs a sample is removed from the flask for optical density determination, to ensure the attainment of log-phase growth. A 1000 l... Reactants: [Cl-], O=[N+]([O-])c1cc2c(Nc3ccc(F)c(Cl)c3)ncnc2cc1OC1CCOC1, [H][H], [NH4+], CN(C)C=O. The product is Nc1cc2c(Nc3ccc(F)c(Cl)c3)ncnc2cc1OC1CCOC1. As a reaction SMILES: [Cl-:29].[Cl:1][c:2]1[cH:3][c:4]([NH:9][c:10]2[n:11][cH:12][n:13][c:14]3[cH:15][c:16]([O:23][CH:24]4[CH2:25][O:26][CH2:27][CH2:28]4)[c:17]([N+:20]([O-:21])=[O:22])[cH:18][c:19]23)[cH:5][cH:6][c:7]1[F:8].[H:31][H:32].[NH4+:30].[O:33]=[CH:34][N:35]([CH3:36])[CH3:37]>>[Cl:1][c:2]1[cH:3][c:4]([NH:9][c:10]2[n:11][cH:12][n:13][c:14]3[cH:15][c:16]([O:23][CH:24]4[CH2:25][O:26][CH2:27][CH2:28]4)[c:17]([NH2:20])[cH:18][c:19]23)[cH:5][cH:6][c:7]1[F:8]. Reactants: C(=C)C1(CCCCCCCCCCC1)O (1-vinylcyclododecanol). The reagents and catalysts are C[Re](=O)(=O)=O (methylrhenium trioxide). Solvent: C1(=CC=CC=C1)C (toluene). Yields the product C(=C)C1=CCCCCCCCCCC1 (1-vinylcyclododecene). The yield is 93.0%. Reaction SMILES: [CH:1]([C:3]1(O)[CH2:14][CH2:13][CH2:12][CH2:11][CH2:10][CH2:9][CH2:8][CH2:7][CH2:6][CH2:5][CH2:4]1)=[CH2:2]>C[Re](=O)(=O)=O.C1(C)C=CC=CC=1>[CH:1]([C:3]1[CH2:14][CH2:13][CH2:12][CH2:11][CH2:10][CH2:9][CH2:8][CH2:7][CH2:6][CH2:5][CH:4]=1)=[CH2:2]. Procedure details: A solution of 1.20 grams of 1-vinylcyclododecanol, 10 ml of toluene, and 20 mg of methylrhenium trioxide was refluxed 4 hrs, by which time VPC and TLC analyses indicated complete consumption of the starting material. The mixture was cooled, washed with 5% aqueous sodium carbonate solution to remove catalyst, and the organic phase dried (magnesium sulfate) and stripped of volatiles at reduced pressure. There was obtained 1.02 gram (93%) of 1-vinylcyclododecene as ca. 2:1 trans:cis mixture (VPC); ... Reactants: CCOC(C(=O)N1C(=O)OCC1Cc1ccccc1)C(O)c1ccc(OCc2ccccc2)cc1C, CC[SiH](CC)CC, O=C(O)C(F)(F)F. Yields the product CCOC(Cc1ccc(OCc2ccccc2)cc1C)C(=O)N1C(=O)OCC1Cc1ccccc1. As a reaction SMILES: [CH2:1]([c:2]1[cH:3][cH:4][cH:5][cH:6][cH:7]1)[CH:8]1[N:9]([C:14]([CH:15]([CH:16]([OH:17])[c:18]2[c:19]([CH3:32])[cH:20][c:21]([O:24][CH2:25][c:26]3[cH:27][cH:28][cH:29][cH:30][cH:31]3)[cH:22][cH:23]2)[O:33][CH2:34][CH3:35])=[O:36])[C:10](=[O:13])[O:11][CH2:12]1.[CH2:37]([SiH:38]([CH2:39][CH3:40])[CH2:41][CH3:42])[CH3:43].[OH:44][C:45]([C:46]([F:47])([F:48])[F:49])=[O:50]>>[CH2:1]([c:2]1[cH:3][cH:4][cH:5][cH:6][cH:7]1)[CH:8]1[N:9]([C:14]([CH:15]([CH2:16][c:18]2[c:19]([CH3:32])[cH:20][c:21]([O:24][CH2:25][c:26]3[cH:27][cH:28][cH:29][cH:30][cH:31]3)[cH:22][cH:23]2)[O:33][CH2:34][CH3:35])=[O:36])[C:10](=[O:13])[O:11][CH2:12]1.